This data is from the Open Reaction Database (ORD), a public repository of structured organic reaction records. The task is: describe an organic reaction: reactants, conditions, products, and yield Product: C=C(F)F.CC(=C)C(=O)OC (Kynar PMMA). Reaction SMILES: [CH3:1][C:2]([C:4]([O:6][CH3:7])=[O:5])=[CH2:3].[F-].[CH2:9]=[C:10]([F:12])[F:11].CC1C2(OC3C(=C(O)C=C(C=O)C=3C(O)=O)C2)C2(C)C(C(C)(C)C(O)C(O)C2)CC1>>[CH2:9]=[C:10]([F:12])[F:11].[CH3:3][C:2]([C:4]([O:6][CH3:7])=[O:5])=[CH2:1] |f:4.5|. Reactants: CC(=C)C(=O)OC (PMMA), CC1CCC2C(C(C(CC2(C13CC4=C(C=C(C(=C4O3)C(=O)O)C=O)O)C)O)O)(C)C (MX-1), steel, polymethyl methacrylate, CC(=C)C(=O)OC (PMMA), MP116, [F-] (fluoride), C=C(F)F (Kynar), C=C(F)F (Kynar). Conditions: time 10 minute. Procedure: Carrier particles were prepared by coating 150 pounds of a Toniolo atomized steel core, 120 microns in diameter, with 0.45 pounds of polymethyl methacrylate, PMMA, available from Soken Chemical as MP116, and 0.45 pound of polyvinylindene fluoride, available as Kynar 301F. The core and PMMA are mixed first in a MX-1 Munson mixer for 10 minutes, the mixer is inactivated, the Kynar added and mixing continued for 20 more minutes. There results an electrostatically attached uniform distribution of th...